From a dataset of the Open Reaction Database (ORD), a public repository of structured organic reaction records. describe an organic reaction: reactants, conditions, products, and yield The reactants are CN(CCOC=1C=C(OCCCN)C=CC1)C (3-(3-(2-(dimethylamino)ethoxy)phenoxy)propylamine), [N+](=O)([O-])NC1=NC=C(C(N1)=O)CC=1C=NC(=CC1)C (2 -nitroamino-5-(6-methyl-3-pyridylmethyl)-4-pyrimidone). Solvent: N1=CC=CC=C1 (pyridine). Product: CN(CCOC=1C=C(OCCCNC2=NC=C(C(N2)=O)CC=2C=NC(=CC2)C)C=CC1)C (2-[3-(3-(2-dimethylaminoethoxy)phenoxy)propylamino]-5-(6-methyl-3-pyridylmethyl)-4-pyrimidone). RXN SMILES: [CH3:1][N:2]([CH3:17])[CH2:3][CH2:4][O:5][C:6]1[CH:7]=[C:8]([CH:14]=[CH:15][CH:16]=1)[O:9][CH2:10][CH2:11][CH2:12][NH2:13].[N+](N[C:22]1[NH:27][C:26](=[O:28])[C:25]([CH2:29][C:30]2[CH:31]=[N:32][C:33]([CH3:36])=[CH:34][CH:35]=2)=[CH:24][N:23]=1)([O-])=O>N1C=CC=CC=1>[CH3:17][N:2]([CH3:1])[CH2:3][CH2:4][O:5][C:6]1[CH:7]=[C:8]([CH:14]=[CH:15][CH:16]=1)[O:9][CH2:10][CH2:11][CH2:12][NH:13][C:22]1[NH:27][C:26](=[O:28])[C:25]([CH2:29][C:30]2[CH:31]=[N:32][C:33]([CH3:36])=[CH:34][CH:35]=2)=[CH:24][N:23]=1. Procedure: Equimolar amounts of 3-(3-(2-(dimethylamino)ethoxy)phenoxy)propylamine and 2 -nitroamino-5-(6-methyl-3-pyridylmethyl)-4-pyrimidone are heated under reflux in dry pyridine for 24 hours to give 2-[3-(3-(2-dimethylaminoethoxy)phenoxy)propylamino]-5-(6-methyl-3-pyridylmethyl)-4-pyrimidone.